This data is from the Open Reaction Database (ORD), a public repository of structured organic reaction records. The task is: describe an organic reaction: reactants, conditions, products, and yield Starting materials: [Cl-].[NH4+] (ammonium chloride), ClC1=NC(=NC(=C1C(C)C)OC)OC (4-chloro-5-isopropyl-2,6-dimethoxy-pyrimidine), BrCC=1C=C(C=C(C1)C)C=CC#N (3-(3-bromomethyl-5-methyl-phenyl)-acrylonitrile), CN(C)C=O (DMF), [H-].[Na+] (sodium hydride). Run at time 1 hour. The product is C(#N)C(C=1C=C(C=C(C1)C)C=CC#N)C1=NC(=NC(=C1C(C)C)OC)OC (3-{3-[Cyano-(5-isopropyl-2,6-dimethoxy-pyrimidin-4-yl)-methyl]-5-methyl-phenyl}-acrylonitrile). Yield: 16.0%. As a reaction SMILES: Cl[C:2]1[C:7]([CH:8]([CH3:10])[CH3:9])=[C:6]([O:11][CH3:12])[N:5]=[C:4]([O:13][CH3:14])[N:3]=1.Br[CH2:16][C:17]1[CH:18]=[C:19]([CH:24]=[CH:25][C:26]#[N:27])[CH:20]=[C:21]([CH3:23])[CH:22]=1.[H-].[Na+].[Cl-].[NH4+].[CH3:32][N:33](C=O)C>>[C:32]([CH:16]([C:2]1[C:7]([CH:8]([CH3:10])[CH3:9])=[C:6]([O:11][CH3:12])[N:5]=[C:4]([O:13][CH3:14])[N:3]=1)[C:17]1[CH:18]=[C:19]([CH:24]=[CH:25][C:26]#[N:27])[CH:20]=[C:21]([CH3:23])[CH:22]=1)#[N:33] |f:2.3,4.5|. Procedure: To a stirred mixture of 4-chloro-5-isopropyl-2,6-dimethoxy-pyrimidine (7.12 g, 32.88 mmol) and 3-(3-bromomethyl-5-methyl-phenyl)-acrylonitrile (5.7 g, 31.21 mmol) in anhydrous DMF (60 ml) at 0° C. (ice bath) under nitrogen atmosphere, was portionwise added 60% sodium hydride (2.76 g, 68.88 mmol). After stirring for 1 hr., the mixture was further stirred at room temperature for overnight. The mixture was then neutralized with aqueous saturated ammonium chloride solution and the crude product was ... Starting materials: CO, COC(=C1C2CC3CC1CC(Cl)(C3)C2)c1cc(Cl)cc(OC(=O)C(C)(C)C)c1, [K+], [K+], O=C([O-])[O-]. Product: COC(=C1C2CC3CC1CC(Cl)(C3)C2)c1cc(O)cc(Cl)c1. RXN SMILES: [CH3:35][OH:36].[Cl:1][c:2]1[cH:3][c:4]([C:15](=[C:16]2[CH:17]3[CH2:18][CH:19]4[CH2:20][C:21]([Cl:26])([CH2:22][CH:23]2[CH2:24]4)[CH2:25]3)[O:27][CH3:28])[cH:5][c:6]([O:8][C:9](=[O:10])[C:11]([CH3:12])([CH3:13])[CH3:14])[cH:7]1.[K+:29].[K+:30].[O-:31][C:32]([O-:33])=[O:34]>>[Cl:1][c:2]1[cH:3][c:4]([C:15](=[C:16]2[CH:17]3[CH2:18][CH:19]4[CH2:20][C:21]([Cl:26])([CH2:22][CH:23]2[CH2:24]4)[CH2:25]3)[O:27][CH3:28])[cH:5][c:6]([OH:8])[cH:7]1.